Dataset: the Open Reaction Database (ORD), a public repository of structured organic reaction records. Task: describe an organic reaction: reactants, conditions, products, and yield The reactants are C(C)(C)(C)C=1OC(=C(N1)CCl)C (2-tert-butyl-4-chloromethyl-5-methyl-oxazole), [C-]#N.[Na+] (NaCN), ice AcOEt. Run in CS(=O)C (DMSO). Reaction conditions: time 1.5 hour. Product: C(C)(C)(C)C=1OC(=C(N1)CC#N)C ((2-tert-Butyl-5-methyl-oxazol-4-yl)-acetonitrile). Yield: 98.3%. RXN SMILES: [C-:1]#[N:2].[Na+].[C:4]([C:8]1[O:9][C:10]([CH3:15])=[C:11]([CH2:13]Cl)[N:12]=1)([CH3:7])([CH3:6])[CH3:5]>CS(C)=O>[C:4]([C:8]1[O:9][C:10]([CH3:15])=[C:11]([CH2:13][C:1]#[N:2])[N:12]=1)([CH3:7])([CH3:6])[CH3:5] |f:0.1|. Procedure: To 5.72 g of NaCN (116.8 mmol), dissolved in 77 ml of DMSO, was slowly added via dropping funnel 14.14 g of the above prepared 2-tert-butyl-4-chloromethyl-5-methyl-oxazole (75.3 mmol) at such a rate that the internal temperature stayed at 25–30°. Stirring was continued for an additional 1.5 h at 35°. The reaction mixture was then poured onto crashed ice/AcOEt, the organic layer washed with water, dried over sodium sulfate, and evaporated to dryness. Thereby, 13.19 g of the title product was obta... The reactants are CCOC(=O)c1ccc([N+](=O)[O-])c(O)c1Br, O=C([O-])[O-], COCCCl, CN(C)C=O, [I-], [K+], [K+], [K+]. Product: CCOC(=O)c1ccc([N+](=O)[O-])c(OCCOC)c1Br. RXN SMILES: [Br:1][c:2]1[c:3]([C:4](=[O:5])[O:6][CH2:7][CH3:8])[cH:9][cH:10][c:11]([N+:14](=[O:15])[O-:16])[c:12]1[OH:13].[C:17](=[O:18])([O-:19])[O-:20].[CH3:23][O:24][CH2:25][CH2:26][Cl:27].[CH3:30][N:31]([CH3:32])[CH:33]=[O:34].[I-:29].[K+:21].[K+:22].[K+:28]>>[Br:1][c:2]1[c:3]([C:4](=[O:5])[O:6][CH2:7][CH3:8])[cH:9][cH:10][c:11]([N+:14](=[O:15])[O-:16])[c:12]1[O:13][CH2:26][CH2:25][O:24][CH3:23]. The reactants are [Cl-], O=C(Cl)CCl, C[SiH](C)OC1(CN)CC(C(C)(C)C)CN1C(=O)OCc1ccc([N+](=O)[O-])cc1, [Na+], [Na+], C1CCOC1, [OH-], O. Yields the product C[SiH](C)OC1(CNC(=O)CCl)CC(C(C)(C)C)CN1C(=O)OCc1ccc([N+](=O)[O-])cc1. RXN SMILES: [Cl-:37].[Cl:29][CH2:30][C:31](=[O:32])[Cl:33].[NH2:1][CH2:2][C:3]1([O:25][SiH:26]([CH3:27])[CH3:28])[N:4]([C:12](=[O:13])[O:14][CH2:15][c:16]2[cH:17][cH:18][c:19]([N+:22](=[O:23])[O-:24])[cH:20][cH:21]2)[CH2:5][CH:6]([C:8]([CH3:9])([CH3:10])[CH3:11])[CH2:7]1.[Na+:35].[Na+:36].[O:39]1[CH2:40][CH2:41][CH2:42][CH2:43]1.[OH-:34].[OH2:38]>>[NH:1]([CH2:2][C:3]1([O:25][SiH:26]([CH3:27])[CH3:28])[N:4]([C:12](=[O:13])[O:14][CH2:15][c:16]2[cH:17][cH:18][c:19]([N+:22](=[O:23])[O-:24])[cH:20][cH:21]2)[CH2:5][CH:6]([C:8]([CH3:9])([CH3:10])[CH3:11])[CH2:7]1)[C:31]([CH2:30][Cl:29])=[O:32]. Reaction SMILES: Cl[CH2:2][C:3]([C:5]1[CH:10]=[CH:9][C:8]([F:11])=[CH:7][C:6]=1[F:12])=[O:4].[CH2:13]([SH:15])[CH3:14].C(=O)([O-])[O-].[K+].[K+]>CO>[F:12][C:6]1[CH:7]=[C:8]([F:11])[CH:9]=[CH:10][C:5]=1[C:3](=[O:4])[CH2:2][S:15][CH2:13][CH3:14] |f:2.3.4|. Solvent: CO (methanol). Reported procedure: To a solution of 2-chloro-2′,4′-difluoroacetophenone (10 g, 0.053 mol) and ethyl mercaptan (3.6 g, 0.058 mol) in methanol (200 ml), potassium carbonate (8.8 g, 0.064 mol) was added under ice cooling, followed by stirring at room temperature for 1.5 hours. After the completion of the reaction, the solvent was distilled off under reduced pressure. Water was added to the residue, followed by extraction with ether. The extract was washed successively with water and saturated saline and dried over ma... Conditions: time 1.5 hour. The reactants are ClCC(=O)C1=C(C=C(C=C1)F)F (2-chloro-2′,4′-difluoroacetophenone), C(C)S (ethyl mercaptan), C([O-])([O-])=O.[K+].[K+] (potassium carbonate). The product is FC1=C(C=CC(=C1)F)C(CSCC)=O (2′,4′-difluoro-2-(ethylthio)acetophenone). The yield is 99.5%. The reactants are CCOC(C)=O, NC1CC1, Clc1cccc2c(-c3ccnc(NC4CCCC4)n3)c(-c3ccco3)nn12. Product: c1coc(-c2nn3c(NC4CC4)cccc3c2-c2ccnc(NC3CCCC3)n2)c1. As a reaction SMILES: [CH3:32][CH2:33][O:34][C:35](=[O:36])[CH3:37].[CH:28]1([NH2:31])[CH2:29][CH2:30]1.[Cl:1][c:2]1[cH:3][cH:4][cH:5][c:6]2[n:7]1[n:8][c:9](-[c:23]1[o:24][cH:25][cH:26][cH:27]1)[c:10]2-[c:11]1[n:12][c:13]([NH:17][CH:18]2[CH2:19][CH2:20][CH2:21][CH2:22]2)[n:14][cH:15][cH:16]1>>[c:2]1([NH:31][CH:28]2[CH2:29][CH2:30]2)[cH:3][cH:4][cH:5][c:6]2[n:7]1[n:8][c:9](-[c:23]1[o:24][cH:25][cH:26][cH:27]1)[c:10]2-[c:11]1[n:12][c:13]([NH:17][CH:18]2[CH2:19][CH2:20][CH2:21][CH2:22]2)[n:14][cH:15][cH:16]1. Starting materials: Nc1ccc(OCc2ccccc2)cc1, CO, CCO, OCC1CO1. Product: OCC(O)CNc1ccc(OCc2ccccc2)cc1. RXN SMILES: [CH2:3]([c:4]1[cH:5][cH:6][cH:7][cH:8][cH:9]1)[O:10][c:11]1[cH:12][cH:13][c:14]([NH2:15])[cH:16][cH:17]1.[CH3:1][OH:2].[CH3:23][CH2:24][OH:25].[CH:18]1([CH2:19][OH:20])[CH2:21][O:22]1>>[CH2:3]([c:4]1[cH:5][cH:6][cH:7][cH:8][cH:9]1)[O:10][c:11]1[cH:12][cH:13][c:14]([NH:15][CH2:21][CH:18]([CH2:19][OH:20])[OH:22])[cH:16][cH:17]1. Reactants: COC=1C=C(C=CC1OC)CCCNC1=C(C=C(C=C1)OCC#C)C(=O)C1=CC=C(C=C1)C(C)C ({2-[3-(3,4-dimethoxy-phenyl)-propylamino]-5-propargyloxy-phenyl}-(4-isopropyl-phenyl)-methanone), [O-]C#N.[Na+] (sodium cyanate), C(C)(=O)OCC.O (ethyl acetate water). RXN SMILES: [CH3:1][O:2][C:3]1[CH:4]=[C:5]([CH2:11][CH2:12][CH2:13][NH:14][C:15]2[CH:20]=[CH:19][C:18]([O:21][CH2:22][C:23]#[CH:24])=[CH:17][C:16]=2[C:25]([C:27]2[CH:32]=[CH:31][C:30]([CH:33]([CH3:35])[CH3:34])=[CH:29][CH:28]=2)=O)[CH:6]=[CH:7][C:8]=1[O:9][CH3:10].[O-:36][C:37]#[N:38].[Na+].C(OCC)(=O)C.O>CC(O)=O>[CH3:1][O:2][C:3]1[CH:4]=[C:5]([CH2:11][CH2:12][CH2:13][N:14]2[C:15]3[C:16](=[CH:17][C:18]([O:21][CH2:22][C:23]#[CH:24])=[CH:19][CH:20]=3)[C:25]([C:27]3[CH:32]=[CH:31][C:30]([CH:33]([CH3:35])[CH3:34])=[CH:29][CH:28]=3)=[N:38][C:37]2=[O:36])[CH:6]=[CH:7][C:8]=1[O:9][CH3:10] |f:1.2,3.4|. The product is COC=1C=C(C=CC1OC)CCCN1C(N=C(C2=CC(=CC=C12)OCC#C)C1=CC=C(C=C1)C(C)C)=O (1-[3-(3,4-dimethoxy-phenyl)-propyl]-4-(4-isopropyl-phenyl)-6-propargyloxy-1H-quinazolin-2-one). Conditions: time 1.5 hour. Procedure: A solution of 338 mg (0.72 mmol) of the product prepared in step C in 6 ml AcOH is treated with 70 mg (1.1 mmol) sodium cyanate. The mixture is stirred for 1.5 h at rt. A yellow product results after work-up with ethyl acetate/water, which is purified by chromatography (CH2Cl2/MeOH) to afford a yellow foam. Solvent: CC(=O)O (AcOH). The reactants are C1(CCCCC1)PC1CCCCC1 (Dicyclohexyl phosphine), C(CBr)Br (ethylene dibromide). Yields the product C(CP(C1CCCCC1)C1CCCCC1)P(C1CCCCC1)C1CCCCC1 (ethylenebis(dicyclohexylphosphine)). RXN SMILES: [CH:1]1([PH:7][CH:8]2[CH2:13][CH2:12][CH2:11][CH2:10][CH2:9]2)[CH2:6][CH2:5][CH2:4][CH2:3][CH2:2]1.[CH2:14](Br)[CH2:15]Br>>[CH2:8]([P:7]([CH:15]1[CH2:14][CH2:10][CH2:11][CH2:12][CH2:13]1)[CH:1]1[CH2:6][CH2:5][CH2:4][CH2:3][CH2:2]1)[CH2:9][P:7]([CH:1]1[CH2:2][CH2:3][CH2:4][CH2:5][CH2:6]1)[CH:8]1[CH2:9][CH2:10][CH2:11][CH2:12][CH2:13]1. Procedure details: Dicyclohexyl phosphine (40 g, 0.2 mole) was reacted with ethylene dibromide (18 g, 0.1 mole) for 2 hours at 90°-100° C. to form ethylenebis(dicyclohexylphosphine). The phosphine compound was then oxidized with 25 g of 30% hydrogen peroxide to give the phosphine oxide. The crude product was recrystallized from isopropanol/water to give 20 grams of the subject compound, m.p. 199°-201° C.